Dataset: the Open Reaction Database (ORD), a public repository of structured organic reaction records. Task: describe an organic reaction: reactants, conditions, products, and yield Reactants: BrCC1CCC1, CCOC(C)=O, CCN(C(C)C)C(C)C, CCOC(=O)C=Cc1cnc(NC2CCNC2)c(Cl)c1, Cl, Cl, CN(C)C=O, O. The product is CCOC(=O)C=Cc1cnc(NC2CCN(CC3CCC3)C2)c(Cl)c1. Reaction SMILES: [Br:23][CH2:24][CH:25]1[CH2:26][CH2:27][CH2:28]1.[CH3:38][CH2:39][O:40][C:41]([CH3:42])=[O:43].[CH:29]([N:30]([CH2:31][CH3:32])[CH:33]([CH3:34])[CH3:35])([CH3:36])[CH3:37].[Cl:3][c:4]1[cH:5][c:6]([CH:16]=[CH:17][C:18](=[O:19])[O:20][CH2:21][CH3:22])[cH:7][n:8][c:9]1[NH:10][CH:11]1[CH2:12][NH:13][CH2:14][CH2:15]1.[ClH:1].[ClH:2].[O:44]=[CH:45][N:46]([CH3:47])[CH3:48].[OH2:49]>>[Cl:3][c:4]1[cH:5][c:6]([CH:16]=[CH:17][C:18](=[O:19])[O:20][CH2:21][CH3:22])[cH:7][n:8][c:9]1[NH:10][CH:11]1[CH2:12][N:13]([CH2:24][CH:25]2[CH2:26][CH2:27][CH2:28]2)[CH2:14][CH2:15]1.